From a dataset of the Open Reaction Database (ORD), a public repository of structured organic reaction records. describe an organic reaction: reactants, conditions, products, and yield The reactants are CS(C)=O, CCN(C(C)C)C(C)C, ClCCl, CS(=O)(=O)c1nccc(-c2cccc(-c3cnc4ccc(N5CCCC5c5cccc(F)c5)nn34)n2)n1, OC1CCNC1. Product: OC1CCN(c2nccc(-c3cccc(-c4cnc5ccc(N6CCCC6c6cccc(F)c6)nn45)n3)n2)C1. As a reaction SMILES: [CH3:53][S:54]([CH3:55])=[O:56].[CH:7]([N:8]([CH2:9][CH3:10])[CH:11]([CH3:12])[CH3:13])([CH3:14])[CH3:15].[Cl:57][CH2:58][Cl:59].[F:16][c:17]1[cH:18][c:19]([CH:23]2[N:24]([c:28]3[cH:29][cH:30][c:31]4[n:32]([n:33]3)[c:34](-[c:37]3[n:38][c:39](-[c:43]5[n:44][c:45]([S:49]([CH3:50])(=[O:51])=[O:52])[n:46][cH:47][cH:48]5)[cH:40][cH:41][cH:42]3)[cH:35][n:36]4)[CH2:25][CH2:26][CH2:27]2)[cH:20][cH:21][cH:22]1.[NH:1]1[CH2:2][CH:3]([OH:6])[CH2:4][CH2:5]1>>[N:1]1([c:45]2[n:44][c:43](-[c:39]3[n:38][c:37](-[c:34]4[n:32]5[c:31]([cH:30][cH:29][c:28]([N:24]6[CH:23]([c:19]7[cH:18][c:17]([F:16])[cH:22][cH:21][cH:20]7)[CH2:27][CH2:26][CH2:25]6)[n:33]5)[n:36][cH:35]4)[cH:42][cH:41][cH:40]3)[cH:48][cH:47][n:46]2)[CH2:2][CH:3]([OH:6])[CH2:4][CH2:5]1. The reactants are C(C1=CC=CC=C1)N(C)CCC1C=2N(C3=C(N(C1=O)C1=CC=CC=C1)C=C(C=C3)Cl)C(=NN2)C (4-[2-(N-benzyl-N-methylamino)ethyl]-1-methyl-8-chloro-6-phenyl-4H-s-triazolo[4,3-a][1,5]benzodiazepin-5-one), [H][H] (hydrogen), [H][H] (hydrogen). The reagents and catalysts are [Ni] (Raney nickel). The solvent is C(C)O (ethanol). Product: CNCCC1C=2N(C3=C(N(C1=O)C1=CC=CC=C1)C=C(C=C3)Cl)C(=NN2)C (4-(2-Methylaminoethyl)-1-methyl-8-chloro-6-phenyl-4H-s-triazolo[4,3-a][1,5]benzodiazepin-5-one). As a reaction SMILES: [CH2:1]([N:8]([CH2:10][CH2:11][CH:12]1[C:18](=[O:19])[N:17]([C:20]2[CH:25]=[CH:24][CH:23]=[CH:22][CH:21]=2)[C:16]2[CH:26]=[C:27]([Cl:30])[CH:28]=[CH:29][C:15]=2[N:14]2[C:31]([CH3:34])=[N:32][N:33]=[C:13]12)C)C1C=CC=CC=1.[H][H]>C(O)C.[Ni]>[CH3:1][NH:8][CH2:10][CH2:11][CH:12]1[C:18](=[O:19])[N:17]([C:20]2[CH:21]=[CH:22][CH:23]=[CH:24][CH:25]=2)[C:16]2[CH:26]=[C:27]([Cl:30])[CH:28]=[CH:29][C:15]=2[N:14]2[C:31]([CH3:34])=[N:32][N:33]=[C:13]12. Procedure details: 4 g of 4-[2-(N-benzyl-N-methylamino)ethyl]-1-methyl-8-chloro-6-phenyl-4H-s-triazolo[4,3-a][1,5]benzodiazepin-5-one in 100 ml of ethanol containing 0.4 of Raney nickel is hydrogenated at 50 p.s.i. hydrogen pressure until 0.0085 moles of hydrogen is absorbed. The suspension is filtered and the filtrate is evaporated. The residue is triturated with a small amount of cold ether and the title compound is filtered off and dried. The reactants are C(#N)CC(=O)OCC (ethyl cyanoacetate), C(C1=CC=CC=C1)=O (benzaldehyde), C(C)(=O)O (acetic acid), [OH-].[Na+] (NaOH). The reagents and catalysts are NCCC(=O)O (β-alanine). The solvent is C1=CC=CC=C1 (benzene), O (water). Yields the product C(#N)/C(/C(=O)OCC)=C\C1=CC=CC=C1 ((E)-Ethyl 2-Cyano-3-phenyl-2-propenoate). Isolated yield 91.9%. RXN SMILES: [C:1]([CH2:3][C:4]([O:6][CH2:7][CH3:8])=[O:5])#[N:2].[CH:9](=O)[C:10]1[CH:15]=[CH:14][CH:13]=[CH:12][CH:11]=1.C(O)(=O)C.[OH-].[Na+]>C1C=CC=CC=1.NCCC(O)=O.O>[C:1](/[C:3](=[CH:9]\[C:10]1[CH:15]=[CH:14][CH:13]=[CH:12][CH:11]=1)/[C:4]([O:6][CH2:7][CH3:8])=[O:5])#[N:2] |f:3.4|. Procedure: A mixture containing 4.0 mL (37.6 mmoles) of ethyl cyanoacetate, 3.95 g (37.2 mmoles) of benzaldehyde, 20 mg of β-alanine, and 1.00 mL of glacial acetic acid in 35 mL of benzene was heated at reflux for 3 hours with continuous azeotropic removal of water by means of a Dean-Stark trap. The product was isolated by cooling the mixture to room temperature, pouring it into 75 mL of 2:1 (v/v)1M aqueous NaOH:saturated brine, and extraction with ether. The organic extracts were washed with 75 mL of 2:1 ...